describe an organic reaction: reactants, conditions, products, and yield From a dataset of the Open Reaction Database (ORD), a public repository of structured organic reaction records. Reactants: BrC1=NC(=CC=C1Cl)I (2-bromo-3-chloro-6-iodopyridine), C1(=CC=CC=C1)B(O)O (phenylboronic acid), C([O-])([O-])=O.[K+].[K+] (potassium carbonate), tetrakistriphenylphosphine palladium. The solvent is C(C)#N (acetonitrile). Reaction conditions: temperature 70 celsius. The product is BrC1=NC(=CC=C1Cl)C1=CC=CC=C1 (2-bromo-3-chloro-6-phenylpyridine). As a reaction SMILES: [Br:1][C:2]1[C:7]([Cl:8])=[CH:6][CH:5]=[C:4](I)[N:3]=1.[C:10]1(B(O)O)[CH:15]=[CH:14][CH:13]=[CH:12][CH:11]=1.C(=O)([O-])[O-].[K+].[K+]>C(#N)C>[Br:1][C:2]1[C:7]([Cl:8])=[CH:6][CH:5]=[C:4]([C:10]2[CH:15]=[CH:14][CH:13]=[CH:12][CH:11]=2)[N:3]=1 |f:2.3.4|. Reported procedure: To a degassed solution of 2-bromo-3-chloro-6-iodopyridine (350 mg, 1.099 mmol) and phenylboronic acid (134 mg, 1.099 mmol), saturated potassium carbonate solution (5.50 mL, 5.50 mmol) in acetonitrile (5 mL) was added tetrakistriphenylphosphine palladium (63.5 mg, 0.055 mmol) and the mixture heated at 70° C. for 2 hours. The mixture was cooled and filtered through diatomaceous earth. The filtrate was concentrated and the residue washed with diethyl ether to afford the crude title compound. LCMS: ... Starting materials: S1N=C(C=2C1=NC=CC2)O (isothiazolo[5,4-b]pyridin-3-ol), FC(C1CCN(CC1)C(=O)Cl)(F)F (4-trifluoromethylpiperidine-1-carbonyl chloride). The product is FC(C1CCN(CC1)C(=O)OC1=NSC2=NC=CC=C21)(F)F (Isothiazolo[5,4-b]pyridine-3-yl 4-trifluoromethylpiperidine-1-carboxylate). Reaction SMILES: [S:1]1[C:5]2=[N:6][CH:7]=[CH:8][CH:9]=[C:4]2[C:3]([OH:10])=[N:2]1.[F:11][C:12]([F:23])([F:22])[CH:13]1[CH2:18][CH2:17][N:16]([C:19](Cl)=[O:20])[CH2:15][CH2:14]1>>[F:22][C:12]([F:11])([F:23])[CH:13]1[CH2:18][CH2:17][N:16]([C:19]([O:10][C:3]2[C:4]3[C:5](=[N:6][CH:7]=[CH:8][CH:9]=3)[S:1][N:2]=2)=[O:20])[CH2:15][CH2:14]1. Reported procedure: In analogy to example 1, 2.99 g (9.82 mmol) of isothiazolo[5,4-b]pyridin-3-ol were reacted with 2.33 g (10.81 mmol) of 4-trifluoromethylpiperidine-1-carbonyl chloride. Yield: 1.3 g (40%), M+H+: 332.09. Isolated yield 72.3%. The reactants are Cl.CN1N=CC(=C1)C1=CC=2N(C(=N1)C1=NN(C=C1)C1(CNC1)CC#N)C=CN2 (2-(3-(3-(7-(1-methyl-1H-pyrazol-4-yl)imidazo[1,2-c]pyrimidin-5-yl)-1H-pyrazol-1-yl)azetidin-3-yl)acetonitrile hydrochloride), FC(S(=O)(=O)OCC(F)(F)F)(F)F (2,2,2-trifluoroethyl trifluoromethanesulfonate), CN(C)C=O (DMF), C(C)(C)N(CC)C(C)C (diisopropylethylamine), FC(S(=O)(=O)OCC(F)(F)F)(F)F (2,2,2-trifluoroethyl trifluoromethanesulfonate). Reaction conditions: time 15 hour. Product: CN1N=CC(=C1)C1=CC=2N(C(=N1)C1=NN(C=C1)C1(CN(C1)CC(F)(F)F)CC#N)C=CN2 (2-(3-(3-(7-(1-methyl-1H-pyrazol-4-yl)imidazo[1,2-c]pyrimidin-5-yl)-1H-pyrazol-1-yl)-1-(2,2,2-trifluoroethyl)azetidin-3-yl)acetonitrile). Procedure: 2-(3-(3-(7-(1-Methyl-1H-pyrazol-4-yl)imidazo[1,2-c]pyrimidin-5-yl)-1H-pyrazol-1-yl)azetidin-3-yl)acetonitrile hydrochloride (Example 130; 13.0 mg, 0.0301 mmol) was suspended in DMF (301 μL, 0.0301 mmol) and treated with diisopropylethylamine (31.4 μL, 0.180 mmol) and 2,2,2-trifluoroethyl trifluoromethanesulfonate (9.07 mg, 0.0391 mmol). The reaction mixture was stirred at ambient temperature for 15 hours. Another portion of 2,2,2-trifluoroethyl trifluoromethanesulfonate (2.0 mg, 0.87 mmol) was a... Reaction SMILES: Cl.[CH3:2][N:3]1[CH:7]=[C:6]([C:8]2[N:13]=[C:12]([C:14]3[CH:18]=[CH:17][N:16]([C:19]4([CH2:23][C:24]#[N:25])[CH2:22][NH:21][CH2:20]4)[N:15]=3)[N:11]3[CH:26]=[CH:27][N:28]=[C:10]3[CH:9]=2)[CH:5]=[N:4]1.CN(C=O)C.C(N(C(C)C)CC)(C)C.FC(F)(F)S(O[CH2:49][C:50]([F:53])([F:52])[F:51])(=O)=O>>[CH3:2][N:3]1[CH:7]=[C:6]([C:8]2[N:13]=[C:12]([C:14]3[CH:18]=[CH:17][N:16]([C:19]4([CH2:23][C:24]#[N:25])[CH2:22][N:21]([CH2:49][C:50]([F:53])([F:52])[F:51])[CH2:20]4)[N:15]=3)[N:11]3[CH:26]=[CH:27][N:28]=[C:10]3[CH:9]=2)[CH:5]=[N:4]1 |f:0.1|. Starting materials: FC1=C(C(=O)OC)C(=CC(=C1)OCC[C@H]1[C@H](C1)C1CCN(CC1)CC(F)(F)F)F (methyl 2,6-difluoro-4-(2-{(1S,2R)-2-[1-(2,2,2-trifluoroethyl)piperidin-4-yl]cyclopropyl}ethoxy)benzoate), [OH-].[Na+] (NaOH), Cl (HCl). Solvent: CCOC(=O)C (EtOAc), CO (MeOH). Run at temperature 60 celsius. Yields the product FC1=C(C(=O)O)C(=CC(=C1)OCC[C@H]1[C@H](C1)C1CCN(CC1)CC(F)(F)F)F (2,6-Difluoro-4-(2-{(1S,2R)-2-[1-(2,2,2-trifluoroethyl)piperidin-4-yl]cyclopropyl}ethoxy)benzoic acid). RXN SMILES: [F:1][C:2]1[CH:11]=[C:10]([O:12][CH2:13][CH2:14][C@@H:15]2[CH2:17][C@@H:16]2[CH:18]2[CH2:23][CH2:22][N:21]([CH2:24][C:25]([F:28])([F:27])[F:26])[CH2:20][CH2:19]2)[CH:9]=[C:8]([F:29])[C:3]=1[C:4]([O:6]C)=[O:5].[OH-].[Na+].Cl>CO.CCOC(C)=O>[F:29][C:8]1[CH:9]=[C:10]([O:12][CH2:13][CH2:14][C@@H:15]2[CH2:17][C@@H:16]2[CH:18]2[CH2:23][CH2:22][N:21]([CH2:24][C:25]([F:28])([F:26])[F:27])[CH2:20][CH2:19]2)[CH:11]=[C:2]([F:1])[C:3]=1[C:4]([OH:6])=[O:5] |f:1.2|. Reported procedure: A solution of methyl 2,6-difluoro-4-(2-{(1S,2R)-2-[1-(2,2,2-trifluoroethyl)piperidin-4-yl]cyclopropyl}ethoxy)benzoate (16.0 mg, 0.038 mmol) in MeOH (0.75 mL) was treated with NaOH aqueous solution (0.076 mL, 5 M, 0.38 mmol). It was heated at 60° C. for 4 hours. The mixture was cooled to RT, acidified with 2N HCl, diluted with EtOAc, washed with water, brine, dried with sodium sulfate. The solvent was removed under reduced pressure to yield Example 2. LCMS calc: 407.37; obs: 408.01 (M+1). Reactants: CN1CC=2NC3=CC=CC=C3C2CC1 (2-Methyl-2,3,4,9-tetrahydro-1H-β-carboline), [H-].[Na+] (sodium hydride), BrCCCCCC(=O)OCC (ethyl 6-bromo-hexanoate). Reaction conditions: temperature 60 celsius, time 20 minute. Product: C(C)OC(CCCCCN1C2=CC=CC=C2C=2CCN(CC12)C)=O (6-(2-methyl-1,2,3,4-tetrahydro-b-carbolin-9-yl)hexanoic acid ethyl ester). The yield is 52.6%. RXN SMILES: [CH3:1][N:2]1[CH2:14][CH2:13][C:12]2[C:11]3[C:6](=[CH:7][CH:8]=[CH:9][CH:10]=3)[NH:5][C:4]=2[CH2:3]1.[H-].[Na+].Br[CH2:18][CH2:19][CH2:20][CH2:21][CH2:22][C:23]([O:25][CH2:26][CH3:27])=[O:24]>>[CH2:26]([O:25][C:23](=[O:24])[CH2:22][CH2:21][CH2:20][CH2:19][CH2:18][N:5]1[C:4]2[CH2:3][N:2]([CH3:1])[CH2:14][CH2:13][C:12]=2[C:11]2[C:6]1=[CH:7][CH:8]=[CH:9][CH:10]=2)[CH3:27] |f:1.2|. Procedure: A round bottom flask fitted with reflux condenser containing 2-methyl-2,3,4,9-tetrahydro-1H-β-carboline (16) (0.20 g, 1.1 mmol), and sodium hydride (60% by wt. in mineral oil, 0.055 g, 1.35 mmol) was vacuum purged and filled with argon, followed by addition of DMF (4 mL). After stirring at 60° C. for 20 min, ethyl 6-bromo-hexanoate (0.24 g, 1.1 mmol) was added and the mixture was stirred at 60° C. for 6 h. The reaction was quenched by addition of water (30 mL), transferred to a separatory funnel...